Dataset: the Open Reaction Database (ORD), a public repository of structured organic reaction records. Task: describe an organic reaction: reactants, conditions, products, and yield As a reaction SMILES: [O:1]1[C:5]2=[CH:6][CH2:7][CH2:8][CH2:9][CH:4]2[CH2:3][CH:2]1O.[N+](C1C=C([N+]([O-])=O)C=CC=1C([O-])=O)([O-])=[O:12]>CCCCCC.C(O)(C)C>[O:1]1[C@@H:5]2[CH2:6][CH2:7][CH2:8][C@H:9]([OH:12])[C@@H:4]2[CH2:3][CH2:2]1 |f:2.3|. Procedure details: Racemic alcohol 12 (70 mg, 0.5 mmol) was dissolved in THF (5 mL), vinyl acetate (120 μL, 1.25 mmol) was added. Amano lipase PS-30 (30 mg) was added and the resulting suspension was stirred at 15-17° C. After 48 h, 30 mg additional enzyme was added and the mixture was left for additional 48 h until which ca. 54% conv. was reached (NMR and GC). The resulting suspension was diluted with Et2O and filtered on celite, the filter cake rinsed with Et2O. After evaporation of the remaining solvent, the re... Run in CCCCCC.C(C)(C)O (hexane isopropanol). The product is O1CC[C@@H]2[C@H]1CCC[C@@H]2O ((3aS,4S,7aR)-Octahydrobenzofuran-4-ol). Reactants: O1C(CC2C1=CCCC2)O ((−)-hexahydrobenzofuranol), [N+](=O)([O-])C1=C(C(=O)[O-])C=CC(=C1)[N+](=O)[O-] (2,4-dinitrobenzoate).